From a dataset of the Open Reaction Database (ORD), a public repository of structured organic reaction records. describe an organic reaction: reactants, conditions, products, and yield Starting materials: C([O-])([O-])=O.[Na+].[Na+] (sodium carbonate), C(C)OC([C@@H](NS(=O)(=O)C1=CC=C2CCN(CC2=C1)C(C(F)(F)F)=O)CC1=CC(=CC=C1)C#N)=O (N-(2-trifluoroacetyl-1,2,3,4-tetrahydroisoquinoline-7-sulphonyl)-3-cyano-(S)-phenylalanine ethyl ester). Run in O (water), C(C)O (ethanol). Reaction conditions: time 3 hour. Yields the product C(C)OC([C@@H](NS(=O)(=O)C1=CC=C2CCNCC2=C1)CC1=CC(=CC=C1)C#N)=O (N-(1,2,3,4-Tetrahydroisoquinoline-7-sulphonyl)-3-cyano-(S)-phenylalanine ethyl ester). Yield: 68.5%. RXN SMILES: C(=O)([O-])[O-].[Na+].[Na+].[CH2:7]([O:9][C:10](=[O:41])[C@H:11]([CH2:32][C:33]1[CH:38]=[CH:37][CH:36]=[C:35]([C:39]#[N:40])[CH:34]=1)[NH:12][S:13]([C:16]1[CH:25]=[C:24]2[C:19]([CH2:20][CH2:21][N:22](C(=O)C(F)(F)F)[CH2:23]2)=[CH:18][CH:17]=1)(=[O:15])=[O:14])[CH3:8]>O.C(O)C>[CH2:7]([O:9][C:10](=[O:41])[C@H:11]([CH2:32][C:33]1[CH:38]=[CH:37][CH:36]=[C:35]([C:39]#[N:40])[CH:34]=1)[NH:12][S:13]([C:16]1[CH:25]=[C:24]2[C:19]([CH2:20][CH2:21][NH:22][CH2:23]2)=[CH:18][CH:17]=1)(=[O:14])=[O:15])[CH3:8] |f:0.1.2|. Reported procedure: A solution of sodium carbonate (11.5 g, 108.5 mmol) in water (115 ml) was added to a stirred solution of N-(2-trifluoroacetyl-1,2,3,4-tetrahydroisoquinoline-7-sulphonyl)-3-cyano-(S)-phenylalanine ethyl ester (Preparation 21; 11.5 g, 22.6 mmol) in ethanol (115 ml) and the resulting mixture stirred for 3 hours at room temperature. The bulk of the ethanol was then removed under reduced pressure, water added and the resulting suspension extracted with dichloromethane. The organic extract was washed ... The reactants are CCO, Nc1ncc(Br)cc1[N+](=O)[O-], O, Cl[Sn]Cl. Yields the product Nc1cc(Br)cnc1N. Reaction SMILES: [CH3:16][CH2:17][OH:18].[NH2:1][c:2]1[n:3][cH:4][c:5]([Br:11])[cH:6][c:7]1[N+:8]([O-:9])=[O:10].[OH2:15].[Sn:12]([Cl:13])[Cl:14]>>[NH2:1][c:2]1[n:3][cH:4][c:5]([Br:11])[cH:6][c:7]1[NH2:8]. Starting materials: C(C)(C)(C)C1=CC=C(C(=O)NC2=C(C(=O)NC3=CC=C(C=C3)OC)C=CC(=C2)N)C=C1 (2-(4-tert-butylbenzoylamino)-4-amino-N-(4-methoxyphenyl)benzamide), C(CCC)S(=O)(=O)Cl (butylsulfonyl chloride). Solvent: C(C)N(CC)CC (triethylamine). Yields the product C(C)(C)(C)C1=CC=C(C(=O)NC2=C(C(=O)NC3=CC=C(C=C3)OC)C=CC(=C2)NS(=O)(=O)CCCC)C=C1 (2-(4-tert-Butylbenzoylamino)-4-butylsulfonylamino-N-(4-methoxyphenyl)benzamide). Yield: 20.0%. RXN SMILES: [C:1]([C:5]1[CH:31]=[CH:30][C:8]([C:9]([NH:11][C:12]2[CH:28]=[C:27]([NH2:29])[CH:26]=[CH:25][C:13]=2[C:14]([NH:16][C:17]2[CH:22]=[CH:21][C:20]([O:23][CH3:24])=[CH:19][CH:18]=2)=[O:15])=[O:10])=[CH:7][CH:6]=1)([CH3:4])([CH3:3])[CH3:2].[CH2:32]([S:36](Cl)(=[O:38])=[O:37])[CH2:33][CH2:34][CH3:35]>C(N(CC)CC)C>[C:1]([C:5]1[CH:31]=[CH:30][C:8]([C:9]([NH:11][C:12]2[CH:28]=[C:27]([NH:29][S:36]([CH2:32][CH2:33][CH2:34][CH3:35])(=[O:38])=[O:37])[CH:26]=[CH:25][C:13]=2[C:14]([NH:16][C:17]2[CH:22]=[CH:21][C:20]([O:23][CH3:24])=[CH:19][CH:18]=2)=[O:15])=[O:10])=[CH:7][CH:6]=1)([CH3:4])([CH3:2])[CH3:3]. Reported procedure: Using the procedure described in Example 59, Part E, 2-(4-tert-butylbenzoylamino)-4-amino-N-(4-methoxyphenyl)benzamide (500 mg, 1.20 mmol) was reacted with butylsulfonyl chloride in the presence of triethylamine to yield 130 mg (20%) of the title compound as an off-white solid. Reactants: CC(C)(C)OC(=O)N1CCC(OS(C)(=O)=O)CC1, [H-], [Na+], CN(C)C=O, c1cn[nH]c1. RXN SMILES: [CH3:8][S:9]([O:10][CH:13]1[CH2:14][CH2:15][N:16]([C:19](=[O:20])[O:21][C:22]([CH3:23])([CH3:24])[CH3:25])[CH2:17][CH2:18]1)(=[O:11])=[O:12].[H-:6].[Na+:7].[O:26]=[CH:27][N:28]([CH3:29])[CH3:30].[nH:1]1[n:2][cH:3][cH:4][cH:5]1>>[n:1]1([CH:13]2[CH2:14][CH2:15][N:16]([C:19](=[O:20])[O:21][C:22]([CH3:23])([CH3:24])[CH3:25])[CH2:17][CH2:18]2)[n:2][cH:3][cH:4][cH:5]1. Yields the product CC(C)(C)OC(=O)N1CCC(n2cccn2)CC1. The reactants are CCNCC, C#CC(C)(C)C, CN1Cc2c(I)ncn2-c2cccc(Cl)c2C1=O, [Cu]I, Cl[Pd]Cl, c1ccc(P(c2ccccc2)c2ccccc2)cc1, c1ccc(P(c2ccccc2)c2ccccc2)cc1. Yields the product CN1Cc2c(C#CC(C)(C)C)ncn2-c2cccc(Cl)c2C1=O. As a reaction SMILES: [CH2:25]([NH:26][CH2:27][CH3:28])[CH3:29].[CH3:19][C:20]([C:21]#[CH:22])([CH3:23])[CH3:24].[Cl:1][c:2]1[cH:3][cH:4][cH:5][c:6]2[c:7]1[C:8](=[O:18])[N:9]([CH3:17])[CH2:10][c:11]1[n:12]-2[cH:13][n:14][c:15]1[I:16].[Cu:71][I:72].[Pd:30]([Cl:31])[Cl:32].[c:33]1([P:34]([c:35]2[cH:36][cH:37][cH:38][cH:39][cH:40]2)[c:41]2[cH:42][cH:43][cH:44][cH:45][cH:46]2)[cH:47][cH:48][cH:49][cH:50][cH:51]1.[c:52]1([P:53]([c:54]2[cH:55][cH:56][cH:57][cH:58][cH:59]2)[c:60]2[cH:61][cH:62][cH:63][cH:64][cH:65]2)[cH:66][cH:67][cH:68][cH:69][cH:70]1>>[Cl:1][c:2]1[cH:3][cH:4][cH:5][c:6]2[c:7]1[C:8](=[O:18])[N:9]([CH3:17])[CH2:10][c:11]1[n:12]-2[cH:13][n:14][c:15]1[C:22]#[C:21][C:20]([CH3:19])([CH3:23])[CH3:24].